This data is from the Open Reaction Database (ORD), a public repository of structured organic reaction records. The task is: describe an organic reaction: reactants, conditions, products, and yield The reactants are O (water), B(OC1=CC=C(C=C1)OCCOCCC)([O-])[O-] (4-(2-propoxyethoxy)phenyl borate), C([O-])([O-])=O.[K+].[K+] (potassium carbonate), BrC=1C=CC2=C(C=C(CCN2CC(C)C)C(=O)OC)C1 (methyl 7-bromo-1-isobutyl-2,3-dihydro-1-benzazepine-4-carboxylate). Reagents/catalysts: C=1C=CC(=CC1)[P](C=2C=CC=CC2)(C=3C=CC=CC3)[Pd]([P](C=4C=CC=CC4)(C=5C=CC=CC5)C=6C=CC=CC6)([P](C=7C=CC=CC7)(C=8C=CC=CC8)C=9C=CC=CC9)[P](C=1C=CC=CC1)(C=1C=CC=CC1)C=1C=CC=CC1 (tetrakistriphenylphosphinepalladium). Solvent: C1(=CC=CC=C1)C.C(C)O.O (toluene ethanol water). Conditions: time 30 minute. The product is C(C(C)C)N1CCC(=CC2=C1C=CC(=C2)C2=CC=C(C=C2)OCCOCCC)C(=O)OC (methyl 1-isobutyl-7-[4-(2-propoxyethoxy)phenyl]-2,3-dihydro-1-benzazepine-4-carboxylate). Yield: 67.9%. As a reaction SMILES: Br[C:2]1[CH:3]=[CH:4][C:5]2[N:11]([CH2:12][CH:13]([CH3:15])[CH3:14])[CH2:10][CH2:9][C:8]([C:16]([O:18][CH3:19])=[O:17])=[CH:7][C:6]=2[CH:20]=1.B([O-])([O-])O[C:23]1[CH:28]=[CH:27][C:26]([O:29][CH2:30][CH2:31][O:32][CH2:33][CH2:34][CH3:35])=[CH:25][CH:24]=1.C(=O)([O-])[O-].[K+].[K+].O>C1(C)C=CC=CC=1.C(O)C.O.C1C=CC([P]([Pd]([P](C2C=CC=CC=2)(C2C=CC=CC=2)C2C=CC=CC=2)([P](C2C=CC=CC=2)(C2C=CC=CC=2)C2C=CC=CC=2)[P](C2C=CC=CC=2)(C2C=CC=CC=2)C2C=CC=CC=2)(C2C=CC=CC=2)C2C=CC=CC=2)=CC=1>[CH2:12]([N:11]1[C:5]2[CH:4]=[CH:3][C:2]([C:23]3[CH:28]=[CH:27][C:26]([O:29][CH2:30][CH2:31][O:32][CH2:33][CH2:34][CH3:35])=[CH:25][CH:24]=3)=[CH:20][C:6]=2[CH:7]=[C:8]([C:16]([O:18][CH3:19])=[O:17])[CH2:9][CH2:10]1)[CH:13]([CH3:15])[CH3:14] |f:2.3.4,6.7.8,^1:59,61,80,99|. Procedure: In toluene/ethanol/water (=10/1/1, 41 ml) was dissolved methyl 7-bromo-1-isobutyl-2,3-dihydro-1-benzazepine-4-carboxylate (0.90 g). To the solution were added 4-(2-propoxyethoxy)phenyl borate (0.72 g) and potassium carbonate (0.81 g) and the mixture was stirred for 30 minutes under argon atmosphere. To the mixture was added tetrakistriphenylphosphinepalladium (123 mg) and the mixture was heated to reflux for 14 hours. After cooling to room temperature, the solution was added to water, and the mi... Product: COc1ccnc(CS(=O)c2nc3cscc3[nH]2)n1. The reactants are COc1ccnc(CSc2nc3cscc3[nH]2)n1, O=C(OO)c1cccc(Cl)c1, ClCCl. As a reaction SMILES: [CH3:1][O:2][c:3]1[n:4][c:5]([CH2:9][S:10][c:11]2[n:12][c:13]3[c:14]([nH:15]2)[cH:16][s:17][cH:18]3)[n:6][cH:7][cH:8]1.[Cl:19][c:20]1[cH:21][cH:22][cH:23][c:24]([C:25]([O:26][OH:28])=[O:27])[cH:29]1.[Cl:30][CH2:31][Cl:32]>>[CH3:1][O:2][c:3]1[n:4][c:5]([CH2:9][S:10]([c:11]2[nH:12][c:13]3[c:14]([n:15]2)[cH:16][s:17][cH:18]3)=[O:27])[n:6][cH:7][cH:8]1.